Dataset: the Open Reaction Database (ORD), a public repository of structured organic reaction records. Task: describe an organic reaction: reactants, conditions, products, and yield The reactants are C, CC(C)=CCCC(C)CC(=O)c1cn(CCCC(=O)O)c2ccccc12, CO, [Pd]. The product is CC(C)CCCC(C)CC(=O)c1cn(CCCC(=O)O)c2ccccc12. Reaction SMILES: [C:29].[CH3:1][CH:2]([CH2:3][C:4](=[O:5])[c:6]1[cH:7][n:8]([CH2:15][CH2:16][CH2:17][C:18](=[O:19])[OH:20])[c:9]2[cH:10][cH:11][cH:12][cH:13][c:14]12)[CH2:21][CH2:22][CH:23]=[C:24]([CH3:25])[CH3:26].[CH3:27][OH:28].[Pd:30]>>[CH3:1][CH:2]([CH2:3][C:4](=[O:5])[c:6]1[cH:7][n:8]([CH2:15][CH2:16][CH2:17][C:18](=[O:19])[OH:20])[c:9]2[cH:10][cH:11][cH:12][cH:13][c:14]12)[CH2:21][CH2:22][CH2:23][CH:24]([CH3:25])[CH3:26]. Reactants: Cc1noc(C(C)N(C(=O)[O-])C(C)(C)C)n1, Cl, C1COCCO1. The product is Cl, Cc1noc(C(C)N)n1. As a reaction SMILES: [C:1]([N:5]([C:2](=[O:3])[O-:4])[CH:9]([CH3:10])[c:11]1[n:12][c:13]([CH3:16])[n:14][o:15]1)([CH3:6])([CH3:7])[CH3:8].[ClH:17].[O:18]1[CH2:19][CH2:20][O:21][CH2:22][CH2:23]1>>[ClH:17].[NH2:5][CH:9]([CH3:10])[c:11]1[n:12][c:13]([CH3:16])[n:14][o:15]1. The reactants are N1C=NC=C1 (imidazole), O (water), CN(N=C1[C@]2(C)[C@@H](CC1)[C@@H]1CCC=3C=C(C=CC3[C@H]1CC2)O)C (3-hydroxyestra-1,3,5(10)-trien-17-one dimethylhydrazone), CC(C)(C)[Si](C)(C)Cl (TBDMSCl). Solvent: CN(C)C=O (DMF), CCOCC (ether). Reaction conditions: time 16 hour. Product: CN(N=C1[C@]2(C)[C@@H](CC1)[C@@H]1CCC=3C=C(C=CC3[C@H]1CC2)O[Si](C)(C)C(C)(C)C)C (3-[[(1,1-dimethylethyl)dimethylsilyl]oxy]estra-1,3,5(10)-trien-17-one dimethylhydrazone). RXN SMILES: [CH3:1][N:2]([CH3:23])[N:3]=[C:4]1[CH2:9][CH2:8][C@H:7]2[C@H:10]3[C@H:19]([CH2:20][CH2:21][C@:5]12[CH3:6])[C:18]1[CH:17]=[CH:16][C:15]([OH:22])=[CH:14][C:13]=1[CH2:12][CH2:11]3.N1C=CN=C1.[CH3:29][C:30]([Si:33](Cl)([CH3:35])[CH3:34])([CH3:32])[CH3:31].O>CN(C=O)C.CCOCC>[CH3:23][N:2]([CH3:1])[N:3]=[C:4]1[CH2:9][CH2:8][C@H:7]2[C@H:10]3[C@H:19]([CH2:20][CH2:21][C@:5]12[CH3:6])[C:18]1[CH:17]=[CH:16][C:15]([O:22][Si:33]([C:30]([CH3:32])([CH3:31])[CH3:29])([CH3:35])[CH3:34])=[CH:14][C:13]=1[CH2:12][CH2:11]3. Procedure details: To a solution of 15.5 gr. of 3-hydroxyestra-1,3,5(10)-trien-17-one dimethylhydrazone (34) in 200 ml of DMF was added 13 gr. of imidazole, followed by dropwise addition of 15 gr. of TBDMSCl in 20 ml of ether. After stirring for an additional 16 hr the reaction mixture was poured onto 2 liters of water and the resulting mixture was stirred for an additional 10 minutes. The precipitate was filtered and dried in vacuo, to provide 20 g of 35, M.p. 100-103° C. The reactants are C(CCCC)C1=CC=C(CN)C=C1 (4-pentylbenzylamine), NC=1C=CC2=C(OC(OC2=O)(C)C)C1 (7-amino-2,2-dimethyl-4H-1,3-benzodioxin-4-one), ClCC1=CC=C(C(=O)Cl)C=C1 (4-(chloromethyl)benzoyl chloride), C1(CCCC1)CCC(=O)Cl (3-cyclopentylpropanoyl chloride). Yields the product C1(CCCC1)CCC(=O)N(C1=CC(=C(C(=O)O)C=C1)O)CC1=CC=C(C=C1)C(=O)NCC1=CC=C(C=C1)CCCCC (4-[(3-cyclopentylpropanoyl)(4-({(4-pentylbenzyl)amino]carbonyl}-benzyl)amino]-2-hydroxybenzoic acid). Reaction SMILES: [CH2:1]([C:6]1[CH:13]=[CH:12][C:9]([CH2:10][NH2:11])=[CH:8][CH:7]=1)[CH2:2][CH2:3][CH2:4][CH3:5].Cl[CH2:15][C:16]1[CH:24]=[CH:23][C:19]([C:20](Cl)=[O:21])=[CH:18][CH:17]=1.[CH:25]1([CH2:30][CH2:31][C:32](Cl)=[O:33])[CH2:29][CH2:28][CH2:27][CH2:26]1.[NH2:35][C:36]1[CH:37]=[CH:38][C:39]2[C:44](=[O:45])[O:43]C(C)(C)[O:41][C:40]=2[CH:48]=1>>[CH:25]1([CH2:30][CH2:31][C:32]([N:35]([CH2:15][C:16]2[CH:24]=[CH:23][C:19]([C:20]([NH:11][CH2:10][C:9]3[CH:12]=[CH:13][C:6]([CH2:1][CH2:2][CH2:3][CH2:4][CH3:5])=[CH:7][CH:8]=3)=[O:21])=[CH:18][CH:17]=2)[C:36]2[CH:37]=[CH:38][C:39]([C:44]([OH:45])=[O:43])=[C:40]([OH:41])[CH:48]=2)=[O:33])[CH2:29][CH2:28][CH2:27][CH2:26]1. Reported procedure: The title compound was prepared following the procedure A using 4-pentylbenzylamine, 4-(chloromethyl)benzoyl chloride, 3-cyclopentylpropanoyl chloride and 7-amino-2,2-dimethyl-4H-1,3-benzodioxin-4-one. M+(ESI): 571.3 The reactants are CN1N=C(C(=C1C)NC=1C(=CC=CC1)N)C (N-(1,3,5-Trimethyl-1H-pyrazol-4-yl)-benzene-1,2-diamine), BrCC(=O)N(C1=CC=C(C=C1)OC)C(C)C (2-bromo-N-isopropyl-N-(4-methoxy-phenyl)-acetamide), C([O-])([O-])=O.[K+].[K+] (potassium carbonate), [I-].[K+] (potassium iodide). Solvent: CN(C)C=O (DMF), C(Cl)Cl (DCM). Reaction conditions: temperature 80 celsius. Product: C(C)(C)N(C(CNC1=C(C=CC=C1)NC=1C(=NN(C1C)C)C)=O)C1=CC=C(C=C1)OC (N-Isopropyl-N-(4-methoxy-phenyl)-2-[2-(1,3,5-trimethyl-1H-pyrazol-ylamino)-phenylamino]-acetamide). The yield is 80.7%. As a reaction SMILES: [CH3:1][N:2]1[C:6]([CH3:7])=[C:5]([NH:8][C:9]2[C:10]([NH2:15])=[CH:11][CH:12]=[CH:13][CH:14]=2)[C:4]([CH3:16])=[N:3]1.Br[CH2:18][C:19]([N:21]([CH:30]([CH3:32])[CH3:31])[C:22]1[CH:27]=[CH:26][C:25]([O:28][CH3:29])=[CH:24][CH:23]=1)=[O:20].C(=O)([O-])[O-].[K+].[K+].[I-].[K+]>CN(C=O)C.C(Cl)Cl>[CH:30]([N:21]([C:22]1[CH:23]=[CH:24][C:25]([O:28][CH3:29])=[CH:26][CH:27]=1)[C:19](=[O:20])[CH2:18][NH:15][C:10]1[CH:11]=[CH:12][CH:13]=[CH:14][C:9]=1[NH:8][C:5]1[C:4]([CH3:16])=[N:3][N:2]([CH3:1])[C:6]=1[CH3:7])([CH3:31])[CH3:32] |f:2.3.4,5.6|. Reported procedure: To a solution of N-(1,3,5-Trimethyl-1H-pyrazol-4-yl)-benzene-1,2-diamine (7.56 g, 35.0 mmol) and 2-bromo-N-isopropyl-N-(4-methoxy-phenyl)-acetamide (7.18 g, 38.5 mmol) in DMF (70 mL) was added potassium carbonate (14.5 g, 105 mmol) and potassium iodide (581 mg, 3.5 mmol). The solution was heated at 80° C. for 15 h and subsequently poured into DCM (100 mL). The mixture was extracted with H2O (×4), 1N HCl (×2) and brine, dried over MgSO4 and concentrated in vacuo. The resulting foam was purified b... Starting materials: O=C([O-])[O-], CCCI, [K+], [K+], CN(C)C=O, O=c1[nH]cnc2[nH]ccc12. The product is CCCn1cnc2[nH]ccc2c1=O. As a reaction SMILES: [C:11](=[O:12])([O-:13])[O-:14].[CH2:17]([CH2:18][CH3:19])[I:20].[K+:15].[K+:16].[O:21]=[CH:22][N:23]([CH3:24])[CH3:25].[n:1]1[cH:2][nH:3][c:4](=[O:10])[c:5]2[c:6]1[nH:7][cH:8][cH:9]2>>[n:1]1[cH:2][n:3]([CH2:17][CH2:18][CH3:19])[c:4](=[O:10])[c:5]2[c:6]1[nH:7][cH:8][cH:9]2. Starting materials: CC(C)(C)OC(=O)N1CCN2C(=O)c3c(cc(Br)cc3C(F)(F)F)C2C1, CCCC[Sn](CCCC)(CCCC)c1ccco1, Cc1ccccc1. As a reaction SMILES: [C:1]([CH3:2])([CH3:3])([CH3:4])[O:5][C:6](=[O:7])[N:8]1[CH2:9][CH:10]2[N:11]([C:12](=[O:24])[c:13]3[c:14]([C:20]([F:21])([F:22])[F:23])[cH:15][c:16]([Br:19])[cH:17][c:18]32)[CH2:25][CH2:26]1.[CH2:27]([Sn:28]([CH2:29][CH2:30][CH2:31][CH3:37])([c:32]1[o:33][cH:34][cH:35][cH:36]1)[CH2:38][CH2:39][CH2:40][CH3:41])[CH2:42][CH2:43][CH3:44].[CH3:45][c:46]1[cH:47][cH:48][cH:49][cH:50][cH:51]1>>[C:1]([CH3:2])([CH3:3])([CH3:4])[O:5][C:6](=[O:7])[N:8]1[CH2:9][CH:10]2[N:11]([C:12](=[O:24])[c:13]3[c:14]([C:20]([F:21])([F:22])[F:23])[cH:15][c:16](-[c:32]4[o:33][cH:34][cH:35][cH:36]4)[cH:17][c:18]32)[CH2:25][CH2:26]1. Product: CC(C)(C)OC(=O)N1CCN2C(=O)c3c(cc(-c4ccco4)cc3C(F)(F)F)C2C1. Starting materials: COC(=O)C(O)COCCO[Si](c1ccccc1)(c1ccccc1)C(C)(C)C, CS(C)=O, Cc1c(F)cccc1-n1ncc2c(Cl)ncnc21. The product is COC(=O)C(COCCO[Si](c1ccccc1)(c1ccccc1)C(C)(C)C)Oc1ncnc2c1cnn2-c1cccc(F)c1C. Reaction SMILES: [C:1]([CH3:2])([CH3:3])([CH3:4])[Si:5]([O:6][CH2:7][CH2:8][O:9][CH2:10][CH:11]([C:12](=[O:13])[O:14][CH3:15])[OH:16])([c:17]1[cH:18][cH:19][cH:20][cH:21][cH:22]1)[c:23]1[cH:24][cH:25][cH:26][cH:27][cH:28]1.[CH3:47][S:48]([CH3:49])=[O:50].[Cl:29][c:30]1[c:31]2[c:32]([n:33][cH:34][n:35]1)[n:36](-[c:39]1[c:40]([CH3:46])[c:41]([F:45])[cH:42][cH:43][cH:44]1)[n:37][cH:38]2>>[C:1]([CH3:2])([CH3:3])([CH3:4])[Si:5]([O:6][CH2:7][CH2:8][O:9][CH2:10][CH:11]([C:12](=[O:13])[O:14][CH3:15])[O:16][c:30]1[c:31]2[c:32]([n:33][cH:34][n:35]1)[n:36](-[c:39]1[c:40]([CH3:46])[c:41]([F:45])[cH:42][cH:43][cH:44]1)[n:37][cH:38]2)([c:17]1[cH:18][cH:19][cH:20][cH:21][cH:22]1)[c:23]1[cH:24][cH:25][cH:26][cH:27][cH:28]1.